From a dataset of the Open Reaction Database (ORD), a public repository of structured organic reaction records. describe an organic reaction: reactants, conditions, products, and yield Starting materials: O=C(O)c1cn(C2CC2)c2c(F)c(F)c(F)cc2c1=O, C1CN(CC2CNCCO2)CCN1. The product is O=C(O)c1cn(C2CC2)c2c(F)c(N3CCOC(CN4CCNCC4)C3)c(F)cc2c1=O. Reaction SMILES: [CH:1]1([n:4]2[cH:5][c:6]([C:18](=[O:19])[OH:20])[c:7](=[O:17])[c:8]3[cH:9][c:10]([F:16])[c:11]([F:15])[c:12]([F:14])[c:13]23)[CH2:2][CH2:3]1.[N:21]1([CH2:27][CH:28]2[O:29][CH2:30][CH2:31][NH:32][CH2:33]2)[CH2:22][CH2:23][NH:24][CH2:25][CH2:26]1>>[CH:1]1([n:4]2[cH:5][c:6]([C:18](=[O:19])[OH:20])[c:7](=[O:17])[c:8]3[cH:9][c:10]([F:16])[c:11]([N:32]4[CH2:31][CH2:30][O:29][CH:28]([CH2:27][N:21]5[CH2:22][CH2:23][NH:24][CH2:25][CH2:26]5)[CH2:33]4)[c:12]([F:14])[c:13]23)[CH2:2][CH2:3]1. Reactants: CC#CCO, [Cl-], CN(c1ccccc1)c1cc(Cl)ncn1, [H-], [NH4+], [Na+], C1CCOC1. Product: CC#CCOc1cc(N(C)c2ccccc2)ncn1. RXN SMILES: [CH2:3]([C:4]#[C:5][CH3:6])[OH:7].[Cl-:23].[Cl:8][c:9]1[n:10][cH:11][n:12][c:13]([N:15]([c:16]2[cH:17][cH:18][cH:19][cH:20][cH:21]2)[CH3:22])[cH:14]1.[H-:1].[NH4+:24].[Na+:2].[O:25]1[CH2:26][CH2:27][CH2:28][CH2:29]1>>[CH2:3]([C:4]#[C:5][CH3:6])[O:7][c:9]1[n:10][cH:11][n:12][c:13]([N:15]([c:16]2[cH:17][cH:18][cH:19][cH:20][cH:21]2)[CH3:22])[cH:14]1. The reactants are CCOC(=O)c1c(C)nc2cccc(OCC(N)CC)c2c1N, O=C(O)c1cccc2c1OCCO2. Product: CCOC(=O)c1c(C)nc2cccc(OCC(CC)NC(=O)c3cccc4c3OCCO4)c2c1N. RXN SMILES: [NH2:1][c:2]1[c:3]([C:19](=[O:20])[O:21][CH2:22][CH3:23])[c:4]([CH3:18])[n:5][c:6]2[cH:7][cH:8][cH:9][c:10]([O:12][CH2:13][CH:14]([CH2:15][CH3:16])[NH2:17])[c:11]12.[O:24]1[c:25]2[c:26]([c:30]([C:34](=[O:35])[OH:36])[cH:31][cH:32][cH:33]2)[O:27][CH2:28][CH2:29]1>>[NH2:1][c:2]1[c:3]([C:19](=[O:20])[O:21][CH2:22][CH3:23])[c:4]([CH3:18])[n:5][c:6]2[cH:7][cH:8][cH:9][c:10]([O:12][CH2:13][CH:14]([CH2:15][CH3:16])[NH:17][C:34]([c:30]3[c:26]4[c:25]([cH:33][cH:32][cH:31]3)[O:24][CH2:29][CH2:28][O:27]4)=[O:35])[c:11]12. Reactants: CI (MeI), Alcohol, C(C1=CC=CC=C1)OCC(O)CO[Si](C)(C)C(C)(C)C (1-O-benzyl-3-O-t-butyldimethylsilyl-rac-glycerol), [H-].[Na+] (NaH). The solvent is C1CCOC1 (THF). Run at time 5 minute. The product is C(C1=CC=CC=C1)OCC(OC)CO[Si](C)(C)C(C)(C)C (1-O-benzyl-3-O-t-butyldimethylsilyl-2-O-methyl-rac-glycerol). The yield is 74475.7%. Reaction SMILES: [CH2:1]([O:8][CH2:9][CH:10]([CH2:12][O:13][Si:14]([C:17]([CH3:20])([CH3:19])[CH3:18])([CH3:16])[CH3:15])[OH:11])[C:2]1[CH:7]=[CH:6][CH:5]=[CH:4][CH:3]=1.[H-].[Na+].[CH3:23]I>C1COCC1>[CH2:1]([O:8][CH2:9][CH:10]([CH2:12][O:13][Si:14]([C:17]([CH3:20])([CH3:19])[CH3:18])([CH3:15])[CH3:16])[O:11][CH3:23])[C:2]1[CH:7]=[CH:6][CH:5]=[CH:4][CH:3]=1 |f:1.2|. Procedure details: Alcohol Compound 40 (48.8 g, 0.16 mmol) was added to a mixture of NaH (4.0 g, 0.17 mol) in dry THF (500 mL). After 5 min, MeI (10 mL, 0.17 mol) was added and, after another 3 hours, the mixture was quenched with H2O (150 mL), extracted into diethyl ether (500 mL), dried (MgSO4) and concentrated. Purification of the residue by silica-gel column chromatography [eluent: hexane/ethyl acetate, 90/10, v/v] yielded 1-O-benzyl-3-O-t-butyldimethylsilyl-2-O-methyl-rac-glycerol (Compound 41) (37 g, 74%) as...